Dataset: the Open Reaction Database (ORD), a public repository of structured organic reaction records. Task: describe an organic reaction: reactants, conditions, products, and yield Reactants: C1(=CC=CC=C1)C#CCCC=O (5-phenyl-pent-4-yn-1-al), C(=O)(OCC)CC=P(C1=CC=CC=C1)(C1=CC=CC=C1)C1=CC=CC=C1 (carboethoxymethylmethylene triphenylphosphorane). The product is C/C(/C(=O)OCC)=C\CCC#CC1=CC=CC=C1 (ethyl 2-methyl-7-phenyl-(2E)-hepten-6-ynoate). The yield is 98.0%. RXN SMILES: [C:1]1([C:7]#[C:8][CH2:9][CH2:10][CH:11]=O)[CH:6]=[CH:5][CH:4]=[CH:3][CH:2]=1.[C:13]([CH2:18][CH:19]=P(C1C=CC=CC=1)(C1C=CC=CC=1)C1C=CC=CC=1)([O:15][CH2:16][CH3:17])=[O:14]>>[CH3:19]/[C:18](=[CH:11]\[CH2:10][CH2:9][C:8]#[C:7][C:1]1[CH:2]=[CH:3][CH:4]=[CH:5][CH:6]=1)/[C:13]([O:15][CH2:16][CH3:17])=[O:14]. Procedure details: 5-phenyl-pent-4-yn-1-al (1 g, 6.33 mmol) (Example 1) and carboethoxymethylmethylene triphenylphosphorane were used with the same method as in Example 1 to give 1.5 g (98% of theory) of ethyl 2-methyl-7-phenyl-(2E)-hepten-6-ynoate as a pale yellow oil.